This data is from the Open Reaction Database (ORD), a public repository of structured organic reaction records. The task is: describe an organic reaction: reactants, conditions, products, and yield The reactants are COC(=O)C1CN(c2ccc3c(c2)SCC(=O)N3C)C(=O)O1, CO, N. The product is CN1C(=O)CSc2cc(N3CC(C(N)=O)OC3=O)ccc21. As a reaction SMILES: [CH3:1][O:2][C:3](=[O:4])[CH:5]1[CH2:6][N:7]([c:11]2[cH:12][c:13]3[c:14]([cH:21][cH:22]2)[N:15]([CH3:20])[C:16](=[O:19])[CH2:17][S:18]3)[C:8](=[O:10])[O:9]1.[CH3:24][OH:25].[NH3:23]>>[O:2]=[C:3]([CH:5]1[CH2:6][N:7]([c:11]2[cH:12][c:13]3[c:14]([cH:21][cH:22]2)[N:15]([CH3:20])[C:16](=[O:19])[CH2:17][S:18]3)[C:8](=[O:10])[O:9]1)[NH2:23].